From a dataset of the Open Reaction Database (ORD), a public repository of structured organic reaction records. describe an organic reaction: reactants, conditions, products, and yield Starting materials: CCOC(C)=O, O=C1C2=C(CCCC2)C(=O)N1c1cc([N+](=O)[O-])ccc1F, [H][H], O=[Pt]=O. Product: Nc1ccc(F)c(N2C(=O)C3=C(CCCC3)C2=O)c1. RXN SMILES: [CH3:24][CH2:25][O:26][C:27](=[O:28])[CH3:29].[F:1][c:2]1[c:3]([N:11]2[C:12](=[O:21])[C:13]3=[C:14]([C:15]2=[O:16])[CH2:17][CH2:18][CH2:19][CH2:20]3)[cH:4][c:5]([N+:8]([O-:9])=[O:10])[cH:6][cH:7]1.[H:22][H:23].[Pt:30](=[O:31])=[O:32]>>[F:1][c:2]1[c:3]([N:11]2[C:12](=[O:21])[C:13]3=[C:14]([C:15]2=[O:16])[CH2:17][CH2:18][CH2:19][CH2:20]3)[cH:4][c:5]([NH2:8])[cH:6][cH:7]1. The reactants are C(C)#N (acetonitrile), [H-].[Na+] (sodium hydride), C(C)C(C(=O)OC)(CC)C (methyl 2-ethyl-2-methylbutyrate). The solvent is O1CCCC1 (tetrahydrofuran). The product is C(#N)CC(=O)C(CC)(C)CC (1-ethyl-1-methylpropyl cyanomethyl ketone). RXN SMILES: [CH2:1]([C:3]([CH3:10])([CH2:8][CH3:9])[C:4]([O:6]C)=O)[CH3:2].[C:11](#[N:13])[CH3:12].[H-].[Na+]>O1CCCC1>[C:11]([CH2:12][C:4]([C:3]([CH2:1][CH3:2])([CH3:10])[CH2:8][CH3:9])=[O:6])#[N:13] |f:2.3|. Procedure: A 16.5 Kg portion of methyl 2-ethylbutyrate was reacted with 60 Kg of n-butyl lithium, diisopropylamine, and 19.1 Kg of methyl iodide to provide 17.4 Kg of methyl 2-ethyl-2-methylbutyrate. A 7.5 Kg portion of the ester thus formed was reacted with 3.25 Kg of acetonitrile and 5.03 g of sodium hydride in 33 liters of tetrahydrofuran to provide 1-ethyl-1-methylpropyl cyanomethyl ketone. The ketone thus formed was reacted with 4.35 Kg of hydroxylamine hydrochloride and 2.54 Kg of sodium hydroxide in... Reactants: C(=O)(O)C1(SCC(N1)C(=O)O)C (2,4-dicarboxy-2-methylthiazolidine), O (water). The solvent is Cl (hydrochloric acid). Yields the product C(=O)(O)C(C)N[C@@H](CS)C(=O)O (N-(1-carboxyethyl)cysteine), C(C(O)C)(=O)O (lactic acid), N[C@@H](CS)C(=O)O (cysteine). The yield is 15.0%. As a reaction SMILES: [C:1]([C:4]1([CH3:12])[NH:8][CH:7]([C:9]([OH:11])=[O:10])[CH2:6][S:5]1)([OH:3])=[O:2].[OH2:13]>Cl>[C:1]([CH:4]([NH:8][C@H:7]([C:9]([OH:11])=[O:10])[CH2:6][SH:5])[CH3:12])([OH:3])=[O:2].[C:1]([OH:3])(=[O:2])[CH:4]([CH3:12])[OH:13].[NH2:8][C@H:7]([C:9]([OH:11])=[O:10])[CH2:6][SH:5]. Procedure details: In the electrolysis apparatus of Example 10, a solution of 130.0 g of 2,4-dicarboxy-2-methylthiazolidine in a mixture of 526 ml of water and 144 g of hydrochloric acid was reduced at 9.5 A and temperatures of 16-20° C. After a reaction time of 5 hours, 66% N-(1-carboxyethyl)cysteine, 19% lactic acid and 15% cysteine were obtained. The reaction solution was evaporated, and the solid was recrystallized from 0.5 m hydrochloric acid with exclusion of oxygen. N-(1-Carboxyethyl)cysteine was obtained i... Starting materials: C(C)(=O)C1=CC=CC=C1 (acetophenone), COC(N(C)C)OC (N,N-dimethylformamide dimethyl acetal). The solvent is CCCCCC (hexane). The product is CN(C=CC(=O)C1=CC=CC=C1)C (3-Dimethylaminoacrylophenone). As a reaction SMILES: [C:1]([C:4]1[CH:9]=[CH:8][CH:7]=[CH:6][CH:5]=1)(=[O:3])[CH3:2].CO[CH:12](OC)[N:13]([CH3:15])[CH3:14]>CCCCCC>[CH3:12][N:13]([CH3:15])[CH:14]=[CH:2][C:1]([C:4]1[CH:9]=[CH:8][CH:7]=[CH:6][CH:5]=1)=[O:3]. Reported procedure: A mixture of 50.0 g of acetophenone and 150 ml of N,N-dimethylformamide dimethyl acetal was stirred and heated at reflux for 8 hours. The mixture was allowed to cool to room temperature, then the solvent was removed in vacuo to give a crystalline residue. The residue was treated with 400 ml of hexane then filtered. The material on the filter was washed with hexane to give 47.8 g of the desired product as yellow crystals, mp 88°-91° C.